This data is from the Open Reaction Database (ORD), a public repository of structured organic reaction records. The task is: describe an organic reaction: reactants, conditions, products, and yield Reactants: O (water), NC=1SC(=CC1C(=O)OC)C1=CC=CC=C1 (Methyl 2-amino-5-phenyl-thiophene-3-carboxylate), C(C1=CC=CC=C1)(=O)Cl (benzoyl chloride), C(#N)CC(=O)OC (methyl cyanoacetate). Solvent: CN(P(=O)(N(C)C)N(C)C)C (hexamethyl phosphoramide). Run at time 8 hour. Yields the product C(=O)(O)CC1=C(SC(=C1)C1=CC=CC=C1)NC(C1=CC=CC=C1)=O (N-(3-Carboxymethyl-5-phenyl-2-thienyl)-benzamide). Reaction SMILES: [NH2:1][C:2]1[S:3][C:4]([C:11]2[CH:16]=[CH:15][CH:14]=[CH:13][CH:12]=2)=[CH:5][C:6]=1[C:7](OC)=O.C(C[C:20]([O:22]C)=[O:21])#N.[C:24](Cl)(=[O:31])[C:25]1[CH:30]=[CH:29][CH:28]=[CH:27][CH:26]=1.O>CN(C)P(N(C)C)(N(C)C)=O>[C:20]([CH2:7][C:6]1[CH:5]=[C:4]([C:11]2[CH:12]=[CH:13][CH:14]=[CH:15][CH:16]=2)[S:3][C:2]=1[NH:1][C:24](=[O:31])[C:25]1[CH:30]=[CH:29][CH:28]=[CH:27][CH:26]=1)([OH:22])=[O:21]. Procedure details: Methyl 2-amino-5-phenyl-thiophene-3-carboxylate (1.3 g, 0.0055 mole) in hexamethyl phosphoramide (prepared by the method of Chemische Berichte, 99, 94 (1966) but using methyl cyanoacetate in place of ethyl cyanoacetate) (20 ml.) was stirred and treated with benzoyl chloride (1.56 g, 1.28 ml, 0.011 mole). The solution was stirred for 2 hours, poured into water (750 ml), stored overnight and the title compound filtered off (1.31 g) m.p. 190° C. Reactants: Cl.Cl.COC1=C(C=CC(=C1)OC1CCNCC1)CC(=O)N1C(CN(CC1)C1=C(C=CC=C1)C)C(=O)N (1-(2-methoxy-4-(4-piperidyloxy)phenylacetyl)-4-(2-methylphenyl)-piperazine-2-carboxamide dihydrochloride), C(C)(C)N(CC)C(C)C (diisopropylethylamine), ClCCS(=O)(=O)Cl (2-Chloroethanesulfonyl chloride). The solvent is C(Cl)Cl (methylene chloride), C(Cl)Cl (methylene chloride). Conditions: time 18 hour. Yields the product COC1=C(C=CC(=C1)OC1CCN(CC1)S(=O)(=O)C=C)CC(=O)N1C(CN(CC1)C1=C(C=CC=C1)C)C(=O)N (1-(2-methoxy-4-(1-ethenylsulfonyl-4-piperidyloxy)phenylacetyl)-4-(2-methylphenyl)piperazine-2-carboxamide). Reaction SMILES: Cl[CH2:2][CH2:3][S:4](Cl)(=[O:6])=[O:5].Cl.Cl.[CH3:10][O:11][C:12]1[CH:17]=[C:16]([O:18][CH:19]2[CH2:24][CH2:23][NH:22][CH2:21][CH2:20]2)[CH:15]=[CH:14][C:13]=1[CH2:25][C:26]([N:28]1[CH2:33][CH2:32][N:31]([C:34]2[CH:39]=[CH:38][CH:37]=[CH:36][C:35]=2[CH3:40])[CH2:30][CH:29]1[C:41]([NH2:43])=[O:42])=[O:27].C(N(C(C)C)CC)(C)C>C(Cl)Cl>[CH3:10][O:11][C:12]1[CH:17]=[C:16]([O:18][CH:19]2[CH2:24][CH2:23][N:22]([S:4]([CH:3]=[CH2:2])(=[O:6])=[O:5])[CH2:21][CH2:20]2)[CH:15]=[CH:14][C:13]=1[CH2:25][C:26]([N:28]1[CH2:33][CH2:32][N:31]([C:34]2[CH:39]=[CH:38][CH:37]=[CH:36][C:35]=2[CH3:40])[CH2:30][CH:29]1[C:41]([NH2:43])=[O:42])=[O:27] |f:1.2.3|. Procedure details: 2-Chloroethanesulfonyl chloride (0.035 ml, 54.6 mg, 0.33 mmol) in methylene chloride (3 ml) was cooled in an ice bath under nitrogen. A solution of 1-(2-methoxy-4-(4-piperidyloxy)phenylacetyl)-4-(2-methylphenyl)-piperazine-2-carboxamide dihydrochloride (149 mg, 0.28 mmol) and diisopropylethylamine (0.243 ml, 0.18 g, 1.4 mmol) in methylene chloride (3 ml) was added dropwise and the mixture was stirred in the cold for 18 hours. The mixture was concentrated in vacuo and the residue chromatographed ... The reactants are COc1cccc2sc(B(O)O)cc12, COCCOC, O=[N+]([O-])c1ccc(I)cc1, [Na+], [Na+], O=C([O-])[O-], O, c1ccc(P(c2ccccc2)(c2ccccc2)[Pd](P(c2ccccc2)(c2ccccc2)c2ccccc2)(P(c2ccccc2)(c2ccccc2)c2ccccc2)P(c2ccccc2)(c2ccccc2)c2ccccc2)cc1. Product: COc1cccc2sc(-c3ccc([N+](=O)[O-])cc3)cc12. Reaction SMILES: [CH3:17][O:18][c:19]1[cH:20][cH:21][cH:22][c:23]2[c:24]1[cH:25][c:26]([B:28]([OH:29])[OH:30])[s:27]2.[CH3:1][O:2][CH2:3][CH2:4][O:5][CH3:6].[I:7][c:8]1[cH:9][cH:10][c:11]([N+:14](=[O:15])[O-:16])[cH:12][cH:13]1.[Na+:31].[Na+:32].[O-:33][C:34](=[O:35])[O-:36].[OH2:114].[cH:37]1[cH:38][cH:39][c:40]([P:41]([Pd:42]([P:43]([c:44]2[cH:45][cH:46][cH:47][cH:48][cH:49]2)([c:50]2[cH:51][cH:52][cH:53][cH:54][cH:55]2)[c:56]2[cH:57][cH:58][cH:59][cH:60][cH:61]2)([P:62]([c:63]2[cH:64][cH:65][cH:66][cH:67][cH:68]2)([c:69]2[cH:70][cH:71][cH:72][cH:73][cH:74]2)[c:75]2[cH:76][cH:77][cH:78][cH:79][cH:80]2)[P:81]([c:82]2[cH:83][cH:84][cH:85][cH:86][cH:87]2)([c:88]2[cH:89][cH:90][cH:91][cH:92][cH:93]2)[c:94]2[cH:95][cH:96][cH:97][cH:98][cH:99]2)([c:100]2[cH:101][cH:102][cH:103][cH:104][cH:105]2)[c:106]2[cH:107][cH:108][cH:109][cH:110][cH:111]2)[cH:112][cH:113]1>>[c:8]1(-[c:26]2[cH:25][c:24]3[c:19]([O:18][CH3:17])[cH:20][cH:21][cH:22][c:23]3[s:27]2)[cH:9][cH:10][c:11]([N+:14](=[O:15])[O-:16])[cH:12][cH:13]1. Starting materials: CC(C)(C)c1ccc(CCl)cc1, CC(=O)c1ccc(CC(C)CCl)cc1, CCOCC, Cl. Yields the product CC(CCl)Cc1ccc(C(C)(O)Cc2ccc(C(C)(C)C)cc2)cc1. RXN SMILES: [C:15]([CH3:16])([CH3:17])([CH3:18])[c:19]1[cH:20][cH:21][c:22]([CH2:23][Cl:24])[cH:25][cH:26]1.[C:1]([CH3:2])(=[O:3])[c:4]1[cH:5][cH:6][c:7]([CH2:10][CH:11]([CH2:12][Cl:13])[CH3:14])[cH:8][cH:9]1.[CH3:28][CH2:29][O:30][CH2:31][CH3:32].[ClH:27]>>[C:1]([CH3:2])([OH:3])([c:4]1[cH:5][cH:6][c:7]([CH2:10][CH:11]([CH2:12][Cl:13])[CH3:14])[cH:8][cH:9]1)[CH2:23][c:22]1[cH:21][cH:20][c:19]([C:15]([CH3:16])([CH3:17])[CH3:18])[cH:26][cH:25]1. Starting materials: CC(C)(C)[O-], COCCOC, N#Cc1ccc(F)cc1Cl, [K+], CC(C)(C)OC(=O)N1CCC(O)CC1. Yields the product CC(C)(C)OC(=O)N1CCC(Oc2ccc(C#N)c(Cl)c2)CC1. Reaction SMILES: [CH3:1][C:2]([CH3:3])([O-:4])[CH3:5].[CH3:31][O:32][CH2:33][CH2:34][O:35][CH3:36].[Cl:21][c:22]1[c:23]([C:24]#[N:25])[cH:26][cH:27][c:28]([F:30])[cH:29]1.[K+:6].[OH:7][CH:8]1[CH2:9][CH2:10][N:11]([C:14](=[O:15])[O:16][C:17]([CH3:18])([CH3:19])[CH3:20])[CH2:12][CH2:13]1>>[O:7]([CH:8]1[CH2:9][CH2:10][N:11]([C:14](=[O:15])[O:16][C:17]([CH3:18])([CH3:19])[CH3:20])[CH2:12][CH2:13]1)[c:28]1[cH:27][cH:26][c:23]([C:24]#[N:25])[c:22]([Cl:21])[cH:29]1. The reactants are ClC=1C=CC(=C(CN2C3=C(NCC2)N=CC(=C3)C3=CC=C(C(=O)O)C=C3)C1)C(F)(F)F (4-{1-[5-chloro-2-(trifluoromethyl)benzyl]-1,2,3,4-tetrahydropyrido[2,3-b]pyrazin-7-yl}benzoic acid), O1C(CCC1)C(=O)N1CCNCC1 (1-(tetrahydrofuran-2-carbonyl)piperazine). The product is ClC=1C=CC(=C(CN2C3=C(NCC2)N=CC(=C3)C3=CC=C(C=C3)C(=O)N3CCN(CC3)C(=O)C3OCCC3)C1)C(F)(F)F ((4-{1-[5-Chloro-2-(trifluoromethyl)benzyl]-1,2,3,4-tetrahydropyrido[2,3-b]pyrazin-7-yl}phenyl)-[4-(tetrahydrofuran-2-carbonyl)piperazin-1-yl]methanone). RXN SMILES: [Cl:1][C:2]1[CH:3]=[CH:4][C:5]([C:28]([F:31])([F:30])[F:29])=[C:6]([CH:27]=1)[CH2:7][N:8]1[CH2:13][CH2:12][NH:11][C:10]2[N:14]=[CH:15][C:16]([C:18]3[CH:26]=[CH:25][C:21]([C:22](O)=[O:23])=[CH:20][CH:19]=3)=[CH:17][C:9]1=2.[O:32]1[CH2:36][CH2:35][CH2:34][CH:33]1[C:37]([N:39]1[CH2:44][CH2:43][NH:42][CH2:41][CH2:40]1)=[O:38]>>[Cl:1][C:2]1[CH:3]=[CH:4][C:5]([C:28]([F:31])([F:29])[F:30])=[C:6]([CH:27]=1)[CH2:7][N:8]1[CH2:13][CH2:12][NH:11][C:10]2[N:14]=[CH:15][C:16]([C:18]3[CH:19]=[CH:20][C:21]([C:22]([N:42]4[CH2:43][CH2:44][N:39]([C:37]([CH:33]5[CH2:34][CH2:35][CH2:36][O:32]5)=[O:38])[CH2:40][CH2:41]4)=[O:23])=[CH:25][CH:26]=3)=[CH:17][C:9]1=2. Procedure: 4-{1-[5-chloro-2-(trifluoromethyl)benzyl]-1,2,3,4-tetrahydropyrido[2,3-b]pyrazin-7-yl}benzoic acid was reacted with 1-(tetrahydrofuran-2-carbonyl)piperazine as in General Procedure 10 to give the title compound. LCMS: m/z=613.98 (M+H+); retention time=0.72 minutes. Reactants: C(C(C)(C)C)(=O)NC=1N=C(C2=C(N1)N=CC(=C2)CNCC2=CC=C(C(=O)N[C@@H](CCC(=O)OCC)C(=O)OCC)C=C2)O (diethyl N-[N-(2-pivaloylamino-4-hydroxypyrido[2,3-d]pyrimidin-6-ylmethyl)-4-aminomethylbenzoyl]-glutamate), C(C)(=O)OC(C)=O (acetic anhydride). Run in C(=O)O (formic acid). Reaction conditions: temperature 25 celsius, time 1 hour. Product: C(C(C)(C)C)(=O)NC=1N=C(C2=C(N1)N=CC(=C2)CN(C=O)CC2=CC=C(C(=O)N[C@@H](CCC(=O)OCC)C(=O)OCC)C=C2)O (diethyl N-[N-(2-pivaloylamino-4-hydroxypyrido[2,3-d]pyrimidin-6-ylmethyl)-N-formyl-4-aminomethylbenzoyl]-glutamate). RXN SMILES: [C:1]([NH:7][C:8]1[N:9]=[C:10]([OH:43])[C:11]2[CH:17]=[C:16]([CH2:18][NH:19][CH2:20][C:21]3[CH:42]=[CH:41][C:24]([C:25]([NH:27][C@H:28]([C:36]([O:38][CH2:39][CH3:40])=[O:37])[CH2:29][CH2:30][C:31]([O:33][CH2:34][CH3:35])=[O:32])=[O:26])=[CH:23][CH:22]=3)[CH:15]=[N:14][C:12]=2[N:13]=1)(=[O:6])[C:2]([CH3:5])([CH3:4])[CH3:3].[C:44](OC(=O)C)(=[O:46])C>C(O)=O>[C:1]([NH:7][C:8]1[N:9]=[C:10]([OH:43])[C:11]2[CH:17]=[C:16]([CH2:18][N:19]([CH2:20][C:21]3[CH:42]=[CH:41][C:24]([C:25]([NH:27][C@H:28]([C:36]([O:38][CH2:39][CH3:40])=[O:37])[CH2:29][CH2:30][C:31]([O:33][CH2:34][CH3:35])=[O:32])=[O:26])=[CH:23][CH:22]=3)[CH:44]=[O:46])[CH:15]=[N:14][C:12]=2[N:13]=1)(=[O:6])[C:2]([CH3:3])([CH3:5])[CH3:4]. Procedure: To a solution of 1.0 g. (1.7 mmol) of diethyl N-[N-(2-pivaloylamino-4-hydroxypyrido[2,3-d]pyrimidin-6-ylmethyl)-4-aminomethylbenzoyl]-glutamate in 10 mL of 98% formic acid was added 0.35 g. (0.33 mL, 3.5 mmol) of acetic anhydride. The mixture was stirred at 25° C. for 1 h. The solvent was removed under reduced pressure and the solid dissolved in methylene chloride and extracted twice with a saturated solution of sodium bicarbonate. The aqueous layers were back extracted with methylene chloride, ... Starting materials: ClC=1C=C(NC2=NC=CC(=N2)C2=CN=C(N2)C)C=CC1 (2-(3-Chloroanilino)-4-(2-methylimidazol-5-yl)pyrimidin), C(O)(O)=O.C1(=CC=CC=C1)NC(=N)N (phenylguanidine hydrogen carbonate). Yields the product N(C1=CC=CC=C1)C1=NC=CC(=N1)C1=CN=C(N1C)C (2-Anilino-4-(1,2-dimethylimidazol-5-yl)pyrimidine). The yield is 26.3%. RXN SMILES: Cl[C:2]1[CH:3]=[C:4]([CH:18]=[CH:19][CH:20]=1)[NH:5][C:6]1[N:11]=[C:10]([C:12]2[NH:16][C:15]([CH3:17])=[N:14][CH:13]=2)[CH:9]=[CH:8][N:7]=1.[C:21](=O)(O)O.C1(NC(N)=N)C=CC=CC=1>>[NH:5]([C:6]1[N:11]=[C:10]([C:12]2[N:16]([CH3:21])[C:15]([CH3:17])=[N:14][CH:13]=2)[CH:9]=[CH:8][N:7]=1)[C:4]1[CH:18]=[CH:19][CH:20]=[CH:2][CH:3]=1 |f:1.2|. Procedure: 5-(3-Dimethylaminoprop-2-enoyl)-1,2-dimethylimidazole (Method 1; 314 mg, 1.62 mmol) and phenylguanidine hydrogen carbonate (321 mg, 1.62 mmol) were treated as described in Example 1 to give the title compound 113 mg, (26%) as a solid. NMR: 2.37 (s, 3H), 3.93 (s, 3H), 6.95 (t, 1H), 7.08 (d, 1H), 7.28 (t, 2H), 7.59 (s, 1H), 7.69 (d, 2H), 8.35 (d, 1H), 9.43 (s, 1H); m/z: 266.